This data is from the Open Reaction Database (ORD), a public repository of structured organic reaction records. The task is: describe an organic reaction: reactants, conditions, products, and yield The reactants are Cl.N1=CC=CC=C1 (pyridine hydrochloride), C(C=C)C1C(C2=C(C(=C(C=C2C1)OC)Cl)Cl)=O (2-allyl-6,7-dichloro-5-methoxy-2,3-dihydro-1H-inden-1-one), ice. Conditions: temperature 195 celsius, time 45 minute. Product: C(C=C)C1C(C2=C(C(=C(C=C2C1)O)Cl)Cl)=O (2-Allyl-6,7-dichloro-5-hydroxy-2,3-dihydro-1H-inden-1-one). Reaction SMILES: Cl.N1C=CC=CC=1.[CH2:8]([CH:11]1[CH2:19][C:18]2[C:13](=[C:14]([Cl:23])[C:15]([Cl:22])=[C:16]([O:20]C)[CH:17]=2)[C:12]1=[O:24])[CH:9]=[CH2:10]>>[CH2:8]([CH:11]1[CH2:19][C:18]2[C:13](=[C:14]([Cl:23])[C:15]([Cl:22])=[C:16]([OH:20])[CH:17]=2)[C:12]1=[O:24])[CH:9]=[CH2:10] |f:0.1|. Procedure details: Dry pyridine hydrochloride (500 gm.) is melted and heated to 195° C. and 2-allyl-6,7-dichloro-5-methoxy-2,3-dihydro-1H-inden-1-one (45.4 gm., 0.167 mole) is added with stirring. The reaction mixture is kept at 195° C. for 45 minutes and then poured with vigorous stirring into crushed ice (2 kg.). The crude produce is collected by filtration, washed with water and dried. The 2-allyl-6,7-dichloro-5-hydroxy-2,3-dihydro-1H-inden-1-one is recrystallized from a mixture of ethanol andwater. Starting materials: FC1=CC=C(C=C1)N1CCNCC1 (1-(4-fluorophenyl)piperazine), ClCC1=CC=C(C=C1)C(CC)NC(C)=O (N-(1-(4-chloromethylphenyl)propyl)acetamide). Reported procedure: By similar reaction and treatment to that in Example 1(5) using 1-(4-fluorophenyl)piperazine instead of phenylpiperazine and N-(1-(4-chloromethylphenyl)propyl)acetamide instead of N-(4-chloromethylphenylmethyl)acetamide, the title compound was obtained as pale-brown crystals, m.p.=113-114° C. As a reaction SMILES: [F:1][C:2]1[CH:7]=[CH:6][C:5]([N:8]2[CH2:13][CH2:12][NH:11][CH2:10][CH2:9]2)=[CH:4][CH:3]=1.Cl[CH2:15][C:16]1[CH:21]=[CH:20][C:19]([CH:22]([NH:25][C:26](=[O:28])[CH3:27])[CH2:23][CH3:24])=[CH:18][CH:17]=1>>[F:1][C:2]1[CH:3]=[CH:4][C:5]([N:8]2[CH2:13][CH2:12][N:11]([CH2:15][C:16]3[CH:17]=[CH:18][C:19]([CH:22]([NH:25][C:26](=[O:28])[CH3:27])[CH2:23][CH3:24])=[CH:20][CH:21]=3)[CH2:10][CH2:9]2)=[CH:6][CH:7]=1. Product: FC1=CC=C(C=C1)N1CCN(CC1)CC1=CC=C(C=C1)C(CC)NC(C)=O (N-(1-(4-((4-(4-Fluorophenyl)piperazin-1-yl)methyl)phenyl)propyl)acetamide). The reactants are CC(C)(C)OC(=O)N1CC=C(c2cc3c(Cl)ncnc3[nH]2)CC1, CC(C)(C)[O-], ClC(Cl)Cl, [K+], NC(=O)c1ccc(N)cn1, CN(C)C=O, O=C(C=Cc1ccccc1)C=Cc1ccccc1, O=C(C=Cc1ccccc1)C=Cc1ccccc1, O=C(C=Cc1ccccc1)C=Cc1ccccc1, [Pd], [Pd]. Product: CC(C)(C)OC(=O)N1CC=C(c2cc3c(Nc4ccc(C(N)=O)nc4)ncnc3[nH]2)CC1. Reaction SMILES: [C:1]([CH3:2])([CH3:3])([CH3:4])[O:5][C:6](=[O:7])[N:8]1[CH2:9][CH2:10][C:11]([c:14]2[cH:15][c:16]3[c:17]([n:18][cH:19][n:20][c:21]3[Cl:22])[nH:23]2)=[CH:12][CH2:13]1.[CH3:24][C:25]([CH3:26])([O-:27])[CH3:28].[Cl:96][CH:97]([Cl:98])[Cl:99].[K+:29].[NH2:30][c:31]1[cH:32][cH:33][c:34]([C:37](=[O:38])[NH2:39])[n:35][cH:36]1.[O:100]=[CH:101][N:102]([CH3:103])[CH3:104].[O:42]=[C:43]([CH:44]=[CH:45][c:46]1[cH:47][cH:48][cH:49][cH:50][cH:51]1)[CH:52]=[CH:53][c:54]1[cH:55][cH:56][cH:57][cH:58][cH:59]1.[O:60]=[C:61]([CH:62]=[CH:63][c:64]1[cH:65][cH:66][cH:67][cH:68][cH:69]1)[CH:70]=[CH:71][c:72]1[cH:73][cH:74][cH:75][cH:76][cH:77]1.[O:78]=[C:79]([CH:80]=[CH:81][c:82]1[cH:83][cH:84][cH:85][cH:86][cH:87]1)[CH:88]=[CH:89][c:90]1[cH:91][cH:92][cH:93][cH:94][cH:95]1.[Pd:40].[Pd:41]>>[C:1]([CH3:2])([CH3:3])([CH3:4])[O:5][C:6](=[O:7])[N:8]1[CH2:9][CH2:10][C:11]([c:14]2[cH:15][c:16]3[c:17]([n:18][cH:19][n:20][c:21]3[NH:30][c:31]3[cH:32][cH:33][c:34]([C:37](=[O:38])[NH2:39])[n:35][cH:36]3)[nH:23]2)=[CH:12][CH2:13]1.